This data is from the Open Reaction Database (ORD), a public repository of structured organic reaction records. The task is: describe an organic reaction: reactants, conditions, products, and yield The reactants are C(C)OC(=O)C=1C(=NN(C1C(F)(F)F)C)C(F)F (N-Methyl-3-difluoromethyl-5-trifluoromethyl-4-pyrazolecarboxylic acid ethyl ester), [OH-].[Na+] (sodium hydroxide). The solvent is C(C)O (ethanol). Conditions: time 3 hour. The product is CN1N=C(C(=C1C(F)(F)F)C(=O)O)C(F)F (N-Methyl-3-difluoromethyl-5-trifluoromethyl-4-pyrazolecarboxylic acid). The yield is 97.8%. RXN SMILES: C([O:3][C:4]([C:6]1[C:7]([CH:16]([F:18])[F:17])=[N:8][N:9]([CH3:15])[C:10]=1[C:11]([F:14])([F:13])[F:12])=[O:5])C.[OH-].[Na+]>C(O)C>[CH3:15][N:9]1[C:10]([C:11]([F:12])([F:13])[F:14])=[C:6]([C:4]([OH:5])=[O:3])[C:7]([CH:16]([F:18])[F:17])=[N:8]1 |f:1.2|. Procedure: N-Methyl-3-difluoromethyl-5-trifluoromethyl-4-pyrazolecarboxylic acid ethyl ester (0.5 g, 1.84 mmol) in ethanol (3 ml) was admixed gradually with an 8N aqueous sodium hydroxide solution (0.7 ml) and stirred at room temperature for 3 h. The solvent was removed by rotary evaporation; the residue was taken up in water (10 ml) and extracted with diethyl ether (10 ml). Acidification to pH 1 with 1M HCl was followed by extraction with ethyl acetate (3×10 ml). The combined organic phases were dried ove... The reactants are ClC=1N(C=C(N1)[N+](=O)[O-])C[C@]1(OC1)C ((R)-2-chloro-1-(2-methyloxiran-2-ylmethyl)-4-nitroimidazole), N1CCCC2=CC=CC=C12 (1,2,3,4-tetrahydroquinoline), CN(C)C=O (DMF). Run in O (water). Reaction conditions: temperature 80 celsius, time 8 hour. Yields the product ClC=1N(C=C(N1)[N+](=O)[O-])C[C@](CN1CCCC2=CC=CC=C12)(O)C ((S)-1-(2-chloro-4-nitroimidazol-1-yl)-3-(3,4-dihydro-2H-quinolin-1-yl)-2-methylpropan-2-ol). The yield is 83.0%. Reaction SMILES: [Cl:1][C:2]1[N:3]([CH2:10][C@:11]2([CH3:14])[CH2:13][O:12]2)[CH:4]=[C:5]([N+:7]([O-:9])=[O:8])[N:6]=1.[NH:15]1[C:24]2[C:19](=[CH:20][CH:21]=[CH:22][CH:23]=2)[CH2:18][CH2:17][CH2:16]1.CN(C=O)C>O>[Cl:1][C:2]1[N:3]([CH2:10][C@@:11]([CH3:14])([OH:12])[CH2:13][N:15]2[C:24]3[C:19](=[CH:20][CH:21]=[CH:22][CH:23]=3)[CH2:18][CH2:17][CH2:16]2)[CH:4]=[C:5]([N+:7]([O-:9])=[O:8])[N:6]=1. Procedure details: A mixture of (R)-2-chloro-1-(2-methyloxiran-2-ylmethyl)-4-nitroimidazole prepared in Example 12 (100 mg, 0.46 mmol), 1,2,3,4-tetrahydroquinoline (122 mg, 0.92 mmol) and DMF (1 ml) was stirred at 80° C. for 8 hours. The reaction mixture was allowed to return to room temperature. To the solution, water was added, and the resulting solution was extracted with ethyl acetate twice. The organic phases were combined, washed with water twice and a saturated saline solution, dried over magnesium sulfate ...